From a dataset of the Open Reaction Database (ORD), a public repository of structured organic reaction records. describe an organic reaction: reactants, conditions, products, and yield The yield is 88.4%. Reaction conditions: temperature 80 celsius. RXN SMILES: [F:1][C:2]1[CH:7]=[C:6]([F:8])[CH:5]=[CH:4][C:3]=1[NH:9][C:10](=[O:18])OC1C=CC=CC=1.Cl.[CH2:20]([O:22][C:23](=[O:26])[CH2:24][NH2:25])[CH3:21]>N1C=CC=CC=1>[F:1][C:2]1[CH:7]=[C:6]([F:8])[CH:5]=[CH:4][C:3]=1[NH:9][C:10]([NH:25][CH2:24][C:23]([O:22][CH2:20][CH3:21])=[O:26])=[O:18] |f:1.2|. Solvent: N1=CC=CC=C1 (pyridine). Starting materials: FC1=C(C=CC(=C1)F)NC(OC1=CC=CC=C1)=O (Phenyl 2,4-difluorophenylcarbamate), Cl.C(C)OC(CN)=O (glycine ethyl ester hydrochloride). Reported procedure: Phenyl 2,4-difluorophenylcarbamate (5.0 g) and 4.2 g of glycine ethyl ester hydrochloride were dissolved in 30 ml of pyridine and the solution was heated at 80° C. for 14 hours. The reaction solution was concentrated under reduced pressure and to the residue were added 80 ml of ethyl acetate and 20 ml of water. The ethyl acetate layer was washed with 10 ml of an aqueous solution of sodium chloride, dried over anhydrous magnesium sulfate and concentrated under reduced pressure. Hexane (50 ml) was... Yields the product FC1=C(C=CC(=C1)F)NC(=O)NCC(=O)OCC (N-(2,4-difluorophenyl)-N'-ethoxycarbonylmethylurea). The reactants are C1(=CC=C(C=C1)[C@]1(C(=C(C(O1)=O)OCC1=CC=CC=C1)O)C)C1=CC=CC=C1 ((S)-(+)-5-[(1,1'-biphenyl)-4-yl]-4-hydroxy-5-methyl-3-phenylmethoxy-2(5H)-furanone). The reagents and catalysts are [Pd].[O-]S(=O)(=O)[O-].[Ba+2] (Pd BaSO4). Solvent: CO (MeOH). The product is C1(=CC=C(C=C1)[C@]1(C(=C(C(O1)=O)O)O)C)C1=CC=CC=C1 ((S)-(+)-5-[(1,1'-biphenyl)-4-yl]-3,4-dihydroxy-5-methyl-2(5H)-furanone). The yield is 20.0%. RXN SMILES: [C:1]1([C:23]2[CH:28]=[CH:27][CH:26]=[CH:25][CH:24]=2)[CH:6]=[CH:5][C:4]([C@:7]2([CH3:22])[O:11][C:10](=[O:12])[C:9]([O:13]CC3C=CC=CC=3)=[C:8]2[OH:21])=[CH:3][CH:2]=1>CO.[Pd].[O-]S([O-])(=O)=O.[Ba+2]>[C:1]1([C:23]2[CH:24]=[CH:25][CH:26]=[CH:27][CH:28]=2)[CH:6]=[CH:5][C:4]([C@:7]2([CH3:22])[O:11][C:10](=[O:12])[C:9]([OH:13])=[C:8]2[OH:21])=[CH:3][CH:2]=1 |f:2.3.4|. Procedure details: The (S)-(+)-5-[(1,1'-biphenyl)-4-yl]-4-hydroxy-5-methyl-3-phenylmethoxy-2(5H)-furanone was subjected to hydrogenation over 100 mg of 5% Pd/BaSO4 in 100 mL of MeOH at room temperature under 30 psi of H2. The reaction was monitored periodically by TLC analysis. Upon reaction completion, the suspension was filtered through two #1 filter papers, concentrated and recrystallized from CHCl3 and hexanes to provide 300 mg (20% overall yield from methyl (S)-(+)-2-[(1,1'-biphenyl)-4-yl]-2-hydroxypropionate... The reactants are BrC=1C(=CC2=C(C=3N(C4CC2C4)C(=C(N3)C(N)=O)C3CN(C3)C(=O)OC(C)(C)C)C1)F (tert-butyl 3-(10-bromo-2-carbamoyl-9-fluoro-6,7-dihydro-5H-5,7-methanobenzo[c]imidazo[1,2-a]azepin-3-yl)azetidine-1-carboxylate), CC(C)(C#C)O (2-methylbut-3-yn-2-ol). The product is C(N)(=O)C=1N=C2N(C3CC(C4=C2C=C(C(=C4)F)C#CC(C)(C)O)C3)C1C1CN(C1)C(=O)OC(C)(C)C (tert-butyl 3-(2-carbamoyl-9-fluoro-10-(3-hydroxy-3-methylbut-1-yn-1-yl)-6,7-dihydro-5H-5,7-methanobenzo [c]imidazo[1,2-a]azepin-3-yl)azetidine-1-carboxylate). RXN SMILES: Br[C:2]1[C:3]([F:31])=[CH:4][C:5]2[CH:11]3[CH2:12][CH:9]([CH2:10]3)[N:8]3[C:13]([CH:19]4[CH2:22][N:21]([C:23]([O:25][C:26]([CH3:29])([CH3:28])[CH3:27])=[O:24])[CH2:20]4)=[C:14]([C:16](=[O:18])[NH2:17])[N:15]=[C:7]3[C:6]=2[CH:30]=1.[CH3:32][C:33]([OH:37])([C:35]#[CH:36])[CH3:34]>>[C:16]([C:14]1[N:15]=[C:7]2[C:6]3[CH:30]=[C:2]([C:36]#[C:35][C:33]([OH:37])([CH3:34])[CH3:32])[C:3]([F:31])=[CH:4][C:5]=3[CH:11]3[CH2:12][CH:9]([CH2:10]3)[N:8]2[C:13]=1[CH:19]1[CH2:22][N:21]([C:23]([O:25][C:26]([CH3:27])([CH3:28])[CH3:29])=[O:24])[CH2:20]1)(=[O:18])[NH2:17]. Procedure details: Similar to as described in General Procedure E, tert-butyl 3-(10-bromo-2-carbamoyl-9-fluoro-6,7-dihydro-5H-5,7-methanobenzo[c]imidazo[1,2-a]azepin-3-yl)azetidine-1-carboxylate was reacted with 2-methylbut-3-yn-2-ol to give the titled compound.